From a dataset of the Open Reaction Database (ORD), a public repository of structured organic reaction records. describe an organic reaction: reactants, conditions, products, and yield Starting materials: CC(=O)Oc1ccc(OC(C)=O)c(C(=O)Cl)c1, CCCCCCO, ClC(Cl)Cl, c1ccncc1. The product is CCCCCCOC(=O)c1cc(OC(C)=O)ccc1OC(C)=O. RXN SMILES: [C:1]([CH3:2])(=[O:3])[O:4][c:5]1[c:6]([C:7](=[O:8])[Cl:9])[cH:10][c:11]([O:14][C:15]([CH3:16])=[O:17])[cH:12][cH:13]1.[CH2:18]([CH2:19][CH2:20][CH2:21][CH2:22][CH3:23])[OH:24].[CH:31]([Cl:32])([Cl:33])[Cl:34].[cH:25]1[cH:26][cH:27][n:28][cH:29][cH:30]1>>[C:1]([CH3:2])(=[O:3])[O:4][c:5]1[c:6]([C:7](=[O:8])[O:24][CH2:18][CH2:19][CH2:20][CH2:21][CH2:22][CH3:23])[cH:10][c:11]([O:14][C:15]([CH3:16])=[O:17])[cH:12][cH:13]1. Reactants: C=C(C(=O)O)c1ccc(OC)cc1, CCO, Nc1ccccc1S. Yields the product COc1ccc(C(CSc2ccccc2N)C(=O)O)cc1. Reaction SMILES: [CH3:1][O:2][c:3]1[cH:4][cH:5][c:6]([C:9]([C:10](=[O:11])[OH:12])=[CH2:13])[cH:7][cH:8]1.[CH3:22][CH2:23][OH:24].[NH2:14][c:15]1[c:16]([SH:21])[cH:17][cH:18][cH:19][cH:20]1>>[CH3:1][O:2][c:3]1[cH:4][cH:5][c:6]([CH:9]([C:10](=[O:11])[OH:12])[CH2:13][S:21][c:16]2[c:15]([NH2:14])[cH:20][cH:19][cH:18][cH:17]2)[cH:7][cH:8]1.